This data is from the Open Reaction Database (ORD), a public repository of structured organic reaction records. The task is: describe an organic reaction: reactants, conditions, products, and yield The reactants are O=C([O-])[O-], CN(C)C=O, FC(Cl)(Cl)Sc1cn(CCl)c2ccccc12, N#CC(C#N)CCC(F)(F)F, [K+], [K+], O. The product is N#CC(C#N)(CCC(F)(F)F)Cn1cc(SC(F)(Cl)Cl)c2ccccc21. RXN SMILES: [C:28](=[O:29])([O-:30])[O-:31].[CH3:35][N:36]([CH3:37])[CH:38]=[O:39].[Cl:1][CH2:2][n:3]1[cH:4][c:5]([S:12][C:13]([F:14])([Cl:15])[Cl:16])[c:6]2[cH:7][cH:8][cH:9][cH:10][c:11]12.[F:17][C:18]([CH2:19][CH2:20][CH:21]([C:22]#[N:23])[C:24]#[N:25])([F:26])[F:27].[K+:32].[K+:33].[OH2:34]>>[CH2:2]([n:3]1[cH:4][c:5]([S:12][C:13]([F:14])([Cl:15])[Cl:16])[c:6]2[cH:7][cH:8][cH:9][cH:10][c:11]12)[C:21]([CH2:20][CH2:19][C:18]([F:17])([F:26])[F:27])([C:22]#[N:23])[C:24]#[N:25]. Starting materials: C(CCC)OC1=NC(=C2N=C(N(C2=N1)CC1OCCCC1)OC)N (2-Butoxy-8-methoxy-9-(tetrahydro-2H-pyran-2-ylmethyl)-9H-purin-6-amine), Cl (hydrogen chloride). The solvent is CO (methanol), O1CCOCC1 (1,4-dioxane). Conditions: time 5 hour. Yields the product NC1=C2NC(N(C2=NC(=N1)OCCCC)CC1OCCCC1)=O (6-Amino-2-butoxy-9-(tetrahydro-2H-Pyran-2-ylmethyl)-7,9-dihydro-8H-purin-8-one). The yield is 139.2%. Reaction SMILES: [CH2:1]([O:5][C:6]1[N:14]=[C:13]2[C:9]([N:10]=[C:11]([O:22]C)[N:12]2[CH2:15][CH:16]2[CH2:21][CH2:20][CH2:19][CH2:18][O:17]2)=[C:8]([NH2:24])[N:7]=1)[CH2:2][CH2:3][CH3:4].Cl>CO.O1CCOCC1>[NH2:24][C:8]1[N:7]=[C:6]([O:5][CH2:1][CH2:2][CH2:3][CH3:4])[N:14]=[C:13]2[C:9]=1[NH:10][C:11](=[O:22])[N:12]2[CH2:15][CH:16]1[CH2:21][CH2:20][CH2:19][CH2:18][O:17]1. Procedure: 2-Butoxy-8-methoxy-9-(tetrahydro-2H-pyran-2-ylmethyl)-9H-purin-6-amine (6 mg, 85% pure) was dissolved in methanol (1 mL), treated with 4N hydrogen chloride in 1,4-dioxane (0.5 mL) and stirred for 5 hours at room temperature. The mixture was stripped to dryness to give the title compound (77.8:10.8 by LCMS) as a colourless gum (8 mg). The reactants are C, CCCCCCCCCCOc1ccc(OC(=O)C2CCc3cc(OCc4ccccc4)ccc3C2)cc1, [H][H], C1CCOC1, [Pd]. Product: CCCCCCCCCCOc1ccc(OC(=O)C2CCc3cc(O)ccc3C2)cc1. Reaction SMILES: [C:41].[CH2:1]([CH2:2][CH2:3][CH2:4][CH2:5][CH2:6][CH2:7][CH2:8][CH2:9][CH3:10])[O:11][c:12]1[cH:13][cH:14][c:15]([O:18][C:19](=[O:20])[CH:21]2[CH2:22][c:23]3[cH:24][cH:25][c:26]([O:31][CH2:32][c:33]4[cH:34][cH:35][cH:36][cH:37][cH:38]4)[cH:27][c:28]3[CH2:29][CH2:30]2)[cH:16][cH:17]1.[H:39][H:40].[O:43]1[CH2:44][CH2:45][CH2:46][CH2:47]1.[Pd:42]>>[CH2:1]([CH2:2][CH2:3][CH2:4][CH2:5][CH2:6][CH2:7][CH2:8][CH2:9][CH3:10])[O:11][c:12]1[cH:13][cH:14][c:15]([O:18][C:19](=[O:20])[CH:21]2[CH2:22][c:23]3[cH:24][cH:25][c:26]([OH:31])[cH:27][c:28]3[CH2:29][CH2:30]2)[cH:16][cH:17]1. Reactants: 3-L, Cl.CN(CCCN=C=NCC)C (1-[3-(Dimethylamino)propyl]-3-ethylcarbodiimide hydrochloride), O.OC1=CC=CC=2NN=NC21 (hydroxybenzotriazole hydrate), [K+].[Br-] (KBr), hexanes EtOAc, C(C)(C)(C)C1=C(C=CC=C1)NC(C(=O)[O-])=O (2-(2-tert-Butylphenylamino)-2-oxoacetate), Cl.COC([C@@H](N)C)=O (alanine methyl ester hydrochloride), CN1CCOCC1 (N-methylmorpholine). Run in CN(C)C=O (N,N′-dimethylformamide). Procedure details: A 3-L, 3-necked round-bottomed flask, equipped with a mechanic stirrer and a thermal probe (under nitrogen) was charged with the following solids: 2-(2-tert-Butylphenylamino)-2-oxoacetate (70.008 g, 316.402 mmol), alanine methyl ester hydrochloride (44.368 g, 317.862 mmol), hydroxybenzotriazole hydrate (HOBT) (47.324 g, 350.210 mmol), and 1-[3-(Dimethylamino)propyl]-3-ethylcarbodiimide hydrochloride (EDAC.HCl) (121.668 g, 635.4 mmol). N,N′-dimethylformamide (DMF) (1250 mL) was added via graduate... Yields the product C(C)(C)(C)C1=C(C=CC=C1)NC(=O)C(=O)N[C@H](C(=O)OC)C (Methyl(2S)-2({N-[2-(tert-butyl)phenyl]carbamoyl}carbonylamino)propanoate). Reaction SMILES: [C:1]([C:5]1[CH:10]=[CH:9][CH:8]=[CH:7][C:6]=1[NH:11][C:12](=[O:16])[C:13]([O-:15])=O)([CH3:4])([CH3:3])[CH3:2].Cl.[CH3:18][O:19][C:20](=[O:24])[C@H:21]([CH3:23])[NH2:22].O.OC1C2N=NNC=2C=CC=1.Cl.CN(C)CCCN=C=NCC.CN1CCOCC1.[K+].[Br-]>CN(C=O)C>[C:1]([C:5]1[CH:10]=[CH:9][CH:8]=[CH:7][C:6]=1[NH:11][C:12]([C:13]([NH:22][C@@H:21]([CH3:23])[C:20]([O:19][CH3:18])=[O:24])=[O:15])=[O:16])([CH3:2])([CH3:3])[CH3:4] |f:1.2,3.4,5.6,8.9|. Run in C(Cl)Cl (methylene chloride). Reactants: O (water), Cl (HCl), IC1=C(C=CC=C1)CCC(=O)O (2-iodobenzenepropionic acid), C(CC1=CC=CC=C1)N (phenethylamine), N-ethyl-N-[3-(dimethylamino)propyl]carbodiimide hydrochloride. Procedure: To a solution of 2-iodobenzenepropionic acid (8 g, 0.029 mol) and phenethylamine (10.9 g, 0.090 mol) in methylene chloride (200 mL) was added N-ethyl-N-[3-(dimethylamino)propyl]carbodiimide hydrochloride (6.13 g, 0.032 mol) at room temperature. After 3 days, water (100 mL) and 2.5N HCl (50 mL) were added. The organic phase was separated, dried and concentrated to give an oil (13.3 g). The oil was chromatographed on silica gel and eluted with hexane: ethyl acetate (2:1) then hexane: ethyl acetate... Conditions: time 3 day. Yields the product C1(=CC=CC=C1)CCNC(CCC1=C(C=CC=C1)I)=O (N-(2-Phenylethyl)-2-iodobenzenepropionamide). The yield is 120.9%. Reaction SMILES: [I:1][C:2]1[CH:7]=[CH:6][CH:5]=[CH:4][C:3]=1[CH2:8][CH2:9][C:10]([OH:12])=O.[CH2:13]([NH2:21])[CH2:14][C:15]1[CH:20]=[CH:19][CH:18]=[CH:17][CH:16]=1.O.Cl>C(Cl)Cl>[C:15]1([CH2:14][CH2:13][NH:21][C:10](=[O:12])[CH2:9][CH2:8][C:3]2[CH:4]=[CH:5][CH:6]=[CH:7][C:2]=2[I:1])[CH:20]=[CH:19][CH:18]=[CH:17][CH:16]=1. Reactants: O=C(Cl)c1ccc(Cl)cc1, ClCCl, COC(=O)c1ccc(CN)cc1. Yields the product COC(=O)c1ccc(CNC(=O)c2ccc(Cl)cc2)cc1. As a reaction SMILES: [Cl:13][c:14]1[cH:15][cH:16][c:17]([C:18](=[O:19])[Cl:20])[cH:21][cH:22]1.[Cl:23][CH2:24][Cl:25].[NH2:1][CH2:2][c:3]1[cH:4][cH:5][c:6]([C:7](=[O:8])[O:9][CH3:10])[cH:11][cH:12]1>>[NH:1]([CH2:2][c:3]1[cH:4][cH:5][c:6]([C:7](=[O:8])[O:9][CH3:10])[cH:11][cH:12]1)[C:18]([c:17]1[cH:16][cH:15][c:14]([Cl:13])[cH:22][cH:21]1)=[O:19].